This data is from the Open Reaction Database (ORD), a public repository of structured organic reaction records. The task is: describe an organic reaction: reactants, conditions, products, and yield Starting materials: C(C)OC(C)OCC1=C(C(OC)C2=CC(=NO2)C)C=CC=C1 (5-[2-(1-ethoxyethyl)oxymethyl-α-methoxybenzyl]-3-methylisoxazole), C1(=CC=C(C=C1)S(=O)(=O)[O-])C.[NH+]1=CC=CC=C1 (pyridinium p-toluenesulfonate). Run in [Cl-].[Na+].O (brine). The product is OCC1=C(C(OC)C2=CC(=NO2)C)C=CC=C1 (5-(2-hydroxymethyl-α-methoxybenzyl)-3-methylisoxazole). Yield: 99.9%. As a reaction SMILES: C(OC([O:6][CH2:7][C:8]1[CH:22]=[CH:21][CH:20]=[CH:19][C:9]=1[CH:10]([C:13]1[O:17][N:16]=[C:15]([CH3:18])[CH:14]=1)[O:11][CH3:12])C)C.C1(C)C=CC(S([O-])(=O)=O)=CC=1.[NH+]1C=CC=CC=1>[Cl-].[Na+].O>[OH:6][CH2:7][C:8]1[CH:22]=[CH:21][CH:20]=[CH:19][C:9]=1[CH:10]([C:13]1[O:17][N:16]=[C:15]([CH3:18])[CH:14]=1)[O:11][CH3:12] |f:1.2,3.4.5|. Procedure: To 3.05 g (10 mmol) of 5-[2-(1-ethoxyethyl)oxymethyl-α-methoxybenzyl]-3-methylisoxazole was added 0.25 g (1 mmol) of pyridinium p-toluenesulfonate and stirred under reflux for an hour. After completion of the reaction, 150 ml of brine was added and extracted twice with 80 ml of dichloromethane. The extract was dried over anhydrous magnesium and concentrated under reduced pressure to give 5-(2-hydroxymethyl-α-methoxybenzyl)-3-methylisoxazole (2.33 g, 99.9%) as colorless oil. Reactants: C(C)OC(CC=1C(=NOC1C1=CC=C(C=C1)Br)C)=O ([5-(4-bromo-phenyl)-3-methyl-isoxazol-4-yl]-acetic acid ethyl ester), [H-].[Al+3].[Li+].[H-].[H-].[H-] (lithium aluminum hydride). Run in CCOC(=O)C (EtOAc), Cl (HCl), C1CCOC1 (THF). Reaction conditions: time 1 hour. The product is BrC1=CC=C(C=C1)C1=C(C(=NO1)C)CCO (2-[5-(4-Bromo-phenyl)-3-methyl-isoxazol-4-yl]-ethanol). Reaction SMILES: C([O:3][C:4](=O)[CH2:5][C:6]1[C:7]([CH3:18])=[N:8][O:9][C:10]=1[C:11]1[CH:16]=[CH:15][C:14]([Br:17])=[CH:13][CH:12]=1)C.[H-].[Al+3].[Li+].[H-].[H-].[H-]>C1COCC1.CCOC(C)=O.Cl>[Br:17][C:14]1[CH:13]=[CH:12][C:11]([C:10]2[O:9][N:8]=[C:7]([CH3:18])[C:6]=2[CH2:5][CH2:4][OH:3])=[CH:16][CH:15]=1 |f:1.2.3.4.5.6|. Procedure details: To [5-(4-bromo-phenyl)-3-methyl-isoxazol-4-yl]-acetic acid ethyl ester (1.37 mmol) in THF (3 mL) at 0° C. was added lithium aluminum hydride (0.060 g, 1.47 mmol). The reaction was stirred at room temperature for 1 hour. The mixture was diluted with EtOAc and 1 N aqueous HCl, and the aqueous layer was extracted with EtOAc. The combined organic layers were washed with brine, dried over MgSO4, filtered and concentrated to give the title compound. The reactants are ClC[C@H](CC1=CC(=CC=C1)OCC(CC)CC)O ((S)-1-chloro-3-(3-(2-ethylbutoxy)phenyl)propan-2-ol), [N-]=[N+]=[N-].[Na+] (sodium azide). Yields the product N(=[N+]=[N-])C[C@H](CC1=CC(=CC=C1)OCC(CC)CC)O ((S)-1-azido-3-(3-(2-ethylbutoxy)phenyl)propan-2-ol). As a reaction SMILES: Cl[CH2:2][C@@H:3]([OH:18])[CH2:4][C:5]1[CH:10]=[CH:9][CH:8]=[C:7]([O:11][CH2:12][CH:13]([CH2:16][CH3:17])[CH2:14][CH3:15])[CH:6]=1.[N-:19]=[N+:20]=[N-:21].[Na+]>>[N:19]([CH2:2][C@@H:3]([OH:18])[CH2:4][C:5]1[CH:10]=[CH:9][CH:8]=[C:7]([O:11][CH2:12][CH:13]([CH2:16][CH3:17])[CH2:14][CH3:15])[CH:6]=1)=[N+:20]=[N-:21] |f:1.2|. Procedure details: Treatment of (S)-1-chloro-3-(3-(2-ethylbutoxy)phenyl)propan-2-ol with sodium azide following the method used in Example 6 gave (S)-1-azido-3-(3-(2-ethylbutoxy)phenyl)propan-2-ol which was used without further purification. The reactants are C[Si](C)(C)[N-][Si](C)(C)C.[Na+] (sodium bis(trimethylsilyl)amide), N1=CC(=CC=C1)C=O (3-pyridine carboxaldehyde), ClCC(=O)OCC (ethyl chloroacetate). Run in C1CCOC1 (THF). Conditions: temperature 0 celsius, time 45 minute. Product: N1=CC(=CC=C1)CCC(=O)OCC (3-Pyridin-3-yl-propionic acid, ethyl ester). Isolated yield 45.8%. RXN SMILES: C[Si]([N-][Si](C)(C)C)(C)C.[Na+].[N:11]1[CH:16]=[CH:15][CH:14]=[C:13]([CH:17]=O)[CH:12]=1.Cl[CH2:20][C:21]([O:23][CH2:24][CH3:25])=[O:22]>C1COCC1>[N:11]1[CH:16]=[CH:15][CH:14]=[C:13]([CH2:17][CH2:20][C:21]([O:23][CH2:24][CH3:25])=[O:22])[CH:12]=1 |f:0.1|. Procedure details: According to the procedure of B. A. Lefker, W. A. Hada, P. J. McGarry Tetrahedron Lett. 1994, 35, 5205-5208, a solution of sodium bis(trimethylsilyl)amide (1.0 N in THF, 44.3 mL, 44.3 mmol) was added dropwise at a rate to keep the temperature below -50° C. to a stirred solution of 3-pyridine carboxaldehyde (4.41 mL, 46.7 mmol), ethyl chloroacetate (4.93 mL, 46.7 mmol) and THF (34 mL) under a dry nitrogen atmosphere. After 45 min at -78° C., the reaction mixture was warmed to 0° C. and then quenc... The reactants are ClC1=NC(=CC2=CC=CC=C12)NC1=NNC=C1 ((1-chloro-isoquinolin-3-yl)-(1H-pyrazol-3-yl)-amine), S1C=C(C=C1)B(O)O (3-thiophene boronic acid). The product is N1N=C(C=C1)NC=1N=C(C2=CC=CC=C2C1)C1=CSC=C1 ((1H-pyrazol-3-yl)-(1-thiophen-3-yl-isoquinolin-3-yl)-amine). RXN SMILES: Cl[C:2]1[C:11]2[C:6](=[CH:7][CH:8]=[CH:9][CH:10]=2)[CH:5]=[C:4]([NH:12][C:13]2[CH:17]=[CH:16][NH:15][N:14]=2)[N:3]=1.[S:18]1[CH:22]=[CH:21][C:20](B(O)O)=[CH:19]1>>[NH:15]1[CH:16]=[CH:17][C:13]([NH:12][C:4]2[N:3]=[C:2]([C:20]3[CH:21]=[CH:22][S:18][CH:19]=3)[C:11]3[C:6]([CH:5]=2)=[CH:7][CH:8]=[CH:9][CH:10]=3)=[N:14]1. Reported procedure: Similar procedure as described in example 131 was used, starting from (1-chloro-isoquinolin-3-yl)-(1H-pyrazol-3-yl)-amine and 3-thiophene boronic acid to give (1H-pyrazol-3-yl)-(1-thiophen-3-yl-isoquinolin-3-yl)-amine. LC-MS m/e 293(MH+). Reactants: CC(=O)OC(C)=O, NCCCOc1cccc(CN2CCCCC2)c1, c1ccncc1. Yields the product CC(=O)NCCCOc1cccc(CN2CCCCC2)c1. RXN SMILES: [CH3:19][C:20](=[O:21])[O:22][C:23](=[O:24])[CH3:25].[N:1]1([CH2:7][c:8]2[cH:9][c:10]([O:11][CH2:12][CH2:13][CH2:14][NH2:15])[cH:16][cH:17][cH:18]2)[CH2:2][CH2:3][CH2:4][CH2:5][CH2:6]1.[cH:26]1[cH:27][cH:28][n:29][cH:30][cH:31]1>>[N:1]1([CH2:7][c:8]2[cH:9][c:10]([O:11][CH2:12][CH2:13][CH2:14][NH:15][C:20]([CH3:19])=[O:21])[cH:16][cH:17][cH:18]2)[CH2:2][CH2:3][CH2:4][CH2:5][CH2:6]1. Reactants: Brc1ccccc1, C1CCOC1, [Li]CCCC, [Cl-], [Cl-], [Zn+2], c1ccoc1, c1ccc(P(c2ccccc2)(c2ccccc2)[Pd](P(c2ccccc2)(c2ccccc2)c2ccccc2)(P(c2ccccc2)(c2ccccc2)c2ccccc2)P(c2ccccc2)(c2ccccc2)c2ccccc2)cc1, [Zn]c1ccco1. Yields the product c1ccc(-c2ccco2)cc1. Reaction SMILES: [Br:11][c:12]1[cH:13][cH:14][cH:15][cH:16][cH:17]1.[CH2:24]1[O:25][CH2:26][CH2:27][CH2:28]1.[CH2:6]([Li:7])[CH2:8][CH2:9][CH3:10].[Cl-:29].[Cl-:31].[Zn+2:30].[cH:1]1[cH:2][cH:3][o:4][cH:5]1.[cH:32]1[cH:33][cH:34][c:35]([P:36]([Pd:37]([P:38]([c:39]2[cH:40][cH:41][cH:42][cH:43][cH:44]2)([c:45]2[cH:46][cH:47][cH:48][cH:49][cH:50]2)[c:51]2[cH:52][cH:53][cH:54][cH:55][cH:56]2)([P:57]([c:58]2[cH:59][cH:60][cH:61][cH:62][cH:63]2)([c:64]2[cH:65][cH:66][cH:67][cH:68][cH:69]2)[c:70]2[cH:71][cH:72][cH:73][cH:74][cH:75]2)[P:76]([c:77]2[cH:78][cH:79][cH:80][cH:81][cH:82]2)([c:83]2[cH:84][cH:85][cH:86][cH:87][cH:88]2)[c:89]2[cH:90][cH:91][cH:92][cH:93][cH:94]2)([c:95]2[cH:96][cH:97][cH:98][cH:99][cH:100]2)[c:101]2[cH:102][cH:103][cH:104][cH:105][cH:106]2)[cH:107][cH:108]1.[o:18]1[cH:19][cH:20][cH:21][c:22]1[Zn:23]>>[cH:1]1[cH:2][c:3](-[c:12]2[cH:13][cH:14][cH:15][cH:16][cH:17]2)[o:4][cH:5]1.